Task: describe an organic reaction: reactants, conditions, products, and yield. Dataset: the Open Reaction Database (ORD), a public repository of structured organic reaction records Reactants: COC(=O)C=1C=C(C(=O)O)C=CC1 (3-(methoxycarbonyl)benzoic acid), TEA, C(C)OC(=O)Cl (EtOCOCl), NCC1=C(C2=C(N=C1CC)N(N=C2)CC)NC2CCOCC2 (5-(aminomethyl)-1,6-diethyl-N-(tetrahydro-2H-pyran-4-yl)-1H-pyrazolo[3,4-b]pyridin-4-amine). Solvent: C(Cl)Cl (DCM), C(Cl)Cl (DCM). Reaction conditions: time 1 hour. Product: C(C)N1N=CC=2C1=NC(=C(C2NC2CCOCC2)CNC(=O)C=2C=C(C(=O)OC)C=CC2)CC (Methyl 3-[({[1,6-diethyl-4-(tetrahydro-2H-pyran-4-ylamino)-1H-pyrazolo[3,4-b]pyridin-5-yl]methyl}amino)carbonyl]benzoate). Isolated yield 107.8%. RXN SMILES: [CH3:1][O:2][C:3]([C:5]1[CH:6]=[C:7]([CH:11]=[CH:12][CH:13]=1)[C:8]([OH:10])=O)=[O:4].C(OC(Cl)=O)C.[NH2:20][CH2:21][C:22]1[C:27]([CH2:28][CH3:29])=[N:26][C:25]2[N:30]([CH2:33][CH3:34])[N:31]=[CH:32][C:24]=2[C:23]=1[NH:35][CH:36]1[CH2:41][CH2:40][O:39][CH2:38][CH2:37]1>C(Cl)Cl>[CH2:33]([N:30]1[C:25]2=[N:26][C:27]([CH2:28][CH3:29])=[C:22]([CH2:21][NH:20][C:8]([C:7]3[CH:6]=[C:5]([CH:13]=[CH:12][CH:11]=3)[C:3]([O:2][CH3:1])=[O:4])=[O:10])[C:23]([NH:35][CH:36]3[CH2:37][CH2:38][O:39][CH2:40][CH2:41]3)=[C:24]2[CH:32]=[N:31]1)[CH3:34]. Reported procedure: To 3-(methoxycarbonyl)benzoic acid (1.261 g, 7.00 mmol) in DCM (35 mL) was added TEA (2.439 mL, 17.50 mmol), EtOCOCl (0.739 mL, 7.70 mmol) at 0° C. after which 5-(aminomethyl)-1,6-diethyl-N-(tetrahydro-2H-pyran-4-yl)-1H-pyrazolo[3,4-b]pyridin-4-amine (2.379 g, 7.00 mmol) was added. This mixture was then stirred for 1 h at room temperature. The reaction mixture was diluted with DCM (35 mL) then washed with HOAc (2×20 mL, 10%), NaHCO3 (20 mL, 10%), and water (20 mL), concentrated, The residue wash...